Task: describe an organic reaction: reactants, conditions, products, and yield. Dataset: the Open Reaction Database (ORD), a public repository of structured organic reaction records Reported procedure: To a solution of 4-cyano-2-hydroxyl aniline (1.0 g, 7.5 mmol) in ethanol (20 mL) was added 2-bromophenylisothiocyanate (1.0 mL, 7.5 mmol). After 24 h, the reaction mixture was concentrated under reduced pressure to give 2.0 g (77%) of N-(4-cyano-2-hydroxyphenyl)-N′-(2-bromophenyl) thiourea as a yellow solid which required no further purification. 1H NMR (400 MHz, DMSO) δ 10.8 (s, 1H), 10.1 (s, 1H), 9.6 (s, 1H), 8.7 (d, 1H), 7.7 (d, 1H), 7.6 (d, 1H), 7.4 (t, 1H), 7.25 (d, 1H and d, 2H); MS(EI) m/... Run in C(C)O (ethanol). Conditions: time 24 hour. RXN SMILES: [C:1]([C:3]1[CH:9]=[CH:8][C:6]([NH2:7])=[C:5]([OH:10])[CH:4]=1)#[N:2].[Br:11][C:12]1[CH:17]=[CH:16][CH:15]=[CH:14][C:13]=1[N:18]=[C:19]=[S:20]>C(O)C>[C:1]([C:3]1[CH:9]=[CH:8][C:6]([NH:7][C:19]([NH:18][C:13]2[CH:14]=[CH:15][CH:16]=[CH:17][C:12]=2[Br:11])=[S:20])=[C:5]([OH:10])[CH:4]=1)#[N:2]. Starting materials: C(#N)C1=CC(=C(N)C=C1)O (4-cyano-2-hydroxyl aniline), BrC1=C(C=CC=C1)N=C=S (2-bromophenylisothiocyanate). The yield is 76.6%. Product: C(#N)C1=CC(=C(C=C1)NC(=S)NC1=C(C=CC=C1)Br)O (N-(4-cyano-2-hydroxyphenyl)-N′-(2-bromophenyl) thiourea). Starting materials: CC(=O)Oc1c(C)c(-c2cc3ccccc3o2)oc(=O)c1C, CO. Product: Cc1c(-c2cc3ccccc3o2)oc(=O)c(C)c1O. As a reaction SMILES: [C:1](=[O:2])([CH3:3])[O:4][c:5]1[c:6]([CH3:22])[c:7](=[O:21])[o:8][c:9](-[c:12]2[o:13][c:14]3[c:15]([cH:16]2)[cH:17][cH:18][cH:19][cH:20]3)[c:10]1[CH3:11].[CH3:23][OH:24]>>[OH:4][c:5]1[c:6]([CH3:22])[c:7](=[O:21])[o:8][c:9](-[c:12]2[o:13][c:14]3[c:15]([cH:16]2)[cH:17][cH:18][cH:19][cH:20]3)[c:10]1[CH3:11]. Starting materials: C(C)(C)(C)OC(=O)N1C[C@H]2N(C(C3=C(C=CC=C23)C(F)(F)F)=O)CC1 (N-(t-butoxycarbonyl)-(S)-1,3,4,10b-tetrahydro-7-trifluoromethyl-pyrazino[2,1-a]isoindol-6(2H)-one), CI (methyl iodide), [H-].[Na+] (sodium hydride). Solvent: CN(C)C=O (DMF). Run at time 3 hour. The product is C(C)(C)(C)OC(=O)N1CC2(N(C(C3=C(C=CC=C23)C(F)(F)F)=O)CC1)C (N-(t-butoxycarbonyl)-(±)-1,3,4,10b-tetrahydro-10b-methyl-7-trifluoromethyl-pyrazino[2,1-a]isoindol-6(2H)-one). The yield is 39.8%. As a reaction SMILES: [C:1]([O:5][C:6]([N:8]1[CH2:25][CH2:24][N:11]2[C:12](=[O:23])[C:13]3[C:18]([C@H:10]2[CH2:9]1)=[CH:17][CH:16]=[CH:15][C:14]=3[C:19]([F:22])([F:21])[F:20])=[O:7])([CH3:4])([CH3:3])[CH3:2].[CH3:26]I.[H-].[Na+]>CN(C=O)C>[C:1]([O:5][C:6]([N:8]1[CH2:25][CH2:24][N:11]2[C:12](=[O:23])[C:13]3[C:18]([C:10]2([CH3:26])[CH2:9]1)=[CH:17][CH:16]=[CH:15][C:14]=3[C:19]([F:20])([F:22])[F:21])=[O:7])([CH3:4])([CH3:2])[CH3:3] |f:2.3|. Reported procedure: To a stirring solution of N-(t-butoxycarbonyl)-(S)-1,3,4,10b-tetrahydro-7-trifluoromethyl-pyrazino[2,1-a]isoindol-6(2H)-one (150 mg, 0.4 mmol) and methyl iodide (125 mg, 0.9 mmol) in dry DMF (6 mL) was added sodium hydride (15 mg, 0.6 mmol). The reaction was stirred for 3 h and then quenched with brine. The reaction was extracted with EtOAc (3×10 mL). The organic layers were combined, dried over Na2SO4, and conc. in vacuo to a brown oil. The oil was purified by flash chromatography (silica gel, ... Starting materials: CCO, ClCc1ccccc1, [Na], CCOC(=O)c1cc2cccc(O)c2cc1O. Product: CCOC(=O)c1cc2cccc(OCc3ccccc3)c2cc1O. As a reaction SMILES: [CH3:27][CH2:28][OH:29].[Cl:19][CH2:20][c:21]1[cH:22][cH:23][cH:24][cH:25][cH:26]1.[Na:1].[OH:2][c:3]1[c:4]([C:14](=[O:15])[O:16][CH2:17][CH3:18])[cH:5][c:6]2[cH:7][cH:8][cH:9][c:10]([OH:13])[c:11]2[cH:12]1>>[OH:2][c:3]1[c:4]([C:14](=[O:15])[O:16][CH2:17][CH3:18])[cH:5][c:6]2[cH:7][cH:8][cH:9][c:10]([O:13][CH2:20][c:21]3[cH:22][cH:23][cH:24][cH:25][cH:26]3)[c:11]2[cH:12]1. Reactants: CCCCC1(N(C)C)CCC(=O)CC1, ClCCl, COc1ccc2[nH]cc(C)c2c1, [Na+], [OH-], O=S(=O)(O)C(F)(F)F. Yields the product CCCCC1(N(C)C)CC=C(c2[nH]c3ccc(OC)cc3c2C)CC1. As a reaction SMILES: [CH2:13]([CH2:14][CH2:15][CH3:16])[C:17]1([N:24]([CH3:25])[CH3:26])[CH2:18][CH2:19][C:20](=[O:23])[CH2:21][CH2:22]1.[CH2:37]([Cl:38])[Cl:39].[CH3:1][O:2][c:3]1[cH:4][c:5]2[c:6]([CH3:12])[cH:7][nH:8][c:9]2[cH:10][cH:11]1.[Na+:36].[OH-:35].[OH:27][S:28]([C:29]([F:30])([F:31])[F:32])(=[O:33])=[O:34]>>[CH3:1][O:2][c:3]1[cH:4][c:5]2[c:6]([CH3:12])[c:7]([C:20]3=[CH:19][CH2:18][C:17]([CH2:13][CH2:14][CH2:15][CH3:16])([N:24]([CH3:25])[CH3:26])[CH2:22][CH2:21]3)[nH:8][c:9]2[cH:10][cH:11]1. The reactants are BrC=1N=CC(=C2C1NC=C2C(C(=O)N2CCN(CC2)C2=NN=NN2C2=CC=CC=C2)=O)F (1-(7-bromo-4-fluoro-1H-pyrrolo[2,3-c]pyridin-3-yl)-2-(4-(1-phenyl-1H-tetrazol-5-yl)piperazin-1-yl)ethane-1,2-dione), C([O-])([O-])=O.[K+].[K+] (potassium carbonate), CC1=NNC=C1 (3-methylpyrazole), CO (MeOH). The reagents and catalysts are [Cu] (copper). Solvent: CN1C(CCC1)=O (N-methylpyrrolidinone). Reaction conditions: temperature 160 celsius. Yields the product FC1=C2C(=C(N=C1)N1N=C(C=C1)C)NC=C2C(C(=O)N2CCN(CC2)C2=NN=NN2C2=CC=CC=C2)=O (1-(4-fluoro-7-(3-methyl-1H-pyrazol-1-yl)-1H-pyrrolo[2,3-c]pyridin-3-yl)-2-(4-(1-phenyl-1H-tetrazol-5-yl)piperazin-1-yl)ethane-1,2-dione). The yield is 13.8%. As a reaction SMILES: Br[C:2]1[N:3]=[CH:4][C:5]([F:32])=[C:6]2[C:10]([C:11](=[O:31])[C:12]([N:14]3[CH2:19][CH2:18][N:17]([C:20]4[N:24]([C:25]5[CH:30]=[CH:29][CH:28]=[CH:27][CH:26]=5)[N:23]=[N:22][N:21]=4)[CH2:16][CH2:15]3)=[O:13])=[CH:9][NH:8][C:7]=12.C(=O)([O-])[O-].[K+].[K+].[CH3:39][C:40]1[CH:44]=[CH:43][NH:42][N:41]=1.CO>CN1CCCC1=O.[Cu]>[F:32][C:5]1[CH:4]=[N:3][C:2]([N:42]2[CH:43]=[CH:44][C:40]([CH3:39])=[N:41]2)=[C:7]2[NH:8][CH:9]=[C:10]([C:11](=[O:31])[C:12]([N:14]3[CH2:19][CH2:18][N:17]([C:20]4[N:24]([C:25]5[CH:26]=[CH:27][CH:28]=[CH:29][CH:30]=5)[N:23]=[N:22][N:21]=4)[CH2:16][CH2:15]3)=[O:13])[C:6]=12 |f:1.2.3|. Procedure: A mixture of 1-(7-bromo-4-fluoro-1H-pyrrolo[2,3-c]pyridin-3-yl)-2-(4-(1-phenyl-1H-tetrazol-5-yl)piperazin-1-yl)ethane-1,2-dione (50 mg, 0.1 mmol), potassium carbonate (13 mg, 0.1 mmol), copper (6.0 mg, 0.1 mmol) and 3-methylpyrazole (32 uL, 0.4 mmol) in N-methylpyrrolidinone (0.5 mL) was heated at 160° C. for 6 h. MeOH (3 mL) was added and the solution was filtered through Celite. Solvent was removed in vacuum and residue was dissolved in DMF and purified using reverse phase prep HPLC to afford ... Starting materials: CC(C)(C)[O-], [Cl-], Cn1nc(Cl)c(C(=O)O)c1Cl, [K+], C1CCOC1, O, CCOC(=O)Cc1ccccc1. The product is CCOC(=O)C(=C(O)c1c(Cl)nn(C)c1Cl)c1ccccc1. RXN SMILES: [CH3:25][C:26]([CH3:27])([O-:28])[CH3:29].[Cl-:13].[Cl:14][c:15]1[n:16][n:17]([CH3:24])[c:18]([Cl:23])[c:19]1[C:20](=[O:21])[OH:22].[K+:30].[O:32]1[CH2:33][CH2:34][CH2:35][CH2:36]1.[OH2:31].[c:1]1([CH2:7][C:8](=[O:9])[O:10][CH2:11][CH3:12])[cH:2][cH:3][cH:4][cH:5][cH:6]1>>[c:1]1([C:7]([C:8](=[O:9])[O:10][CH2:11][CH3:12])=[C:20]([c:19]2[c:15]([Cl:14])[n:16][n:17]([CH3:24])[c:18]2[Cl:23])[OH:21])[cH:2][cH:3][cH:4][cH:5][cH:6]1.